This data is from the Open Reaction Database (ORD), a public repository of structured organic reaction records. The task is: describe an organic reaction: reactants, conditions, products, and yield Product: C(C)(C)ON=C(C(=O)O)C1=CC=CC=C1 (2-Isopropoxyimino-2-phenylacetic acid). Procedure: A mixture of phenylglyoxylic acid (3.0 g.), isopropoxyamine hydrochloride (2.5 g.), ethanol (100 ml) and water (50 ml) was stirred and adjusted to pH 4.5 to 5 with sodium hydroxide solution (2N). The solution was stirred for 5 hr. maintaining the pH at 4.5-5 with further additions of sodium hydroxide solution. The ethanol was removed by evaporation, the aqueous residue acidified and the product collected by extraction with ethyl acetate. Evaporation of the ethyl acetate gave a brown oil (4.2 g.)... Solvent: O (water), C(C)O (ethanol). As a reaction SMILES: [C:1]1([C:7](=O)[C:8]([OH:10])=[O:9])[CH:6]=[CH:5][CH:4]=[CH:3][CH:2]=1.Cl.[CH:13]([O:16][NH2:17])([CH3:15])[CH3:14].[OH-].[Na+].[N+](=C)=[N-]>O.C(O)C>[CH:13]([O:16][N:17]=[C:7]([C:1]1[CH:6]=[CH:5][CH:4]=[CH:3][CH:2]=1)[C:8]([OH:10])=[O:9])([CH3:15])[CH3:14] |f:1.2,3.4|. Starting materials: anti methyl esters, C1(=CC=CC=C1)C(C(=O)O)=O (phenylglyoxylic acid), Cl.C(C)(C)ON (isopropoxyamine hydrochloride), [OH-].[Na+] (sodium hydroxide), [N+](=[N-])=C (diazomethane), [OH-].[Na+] (sodium hydroxide). The yield is 97.6%. The reactants are CC(C)N1CCC(NS(=O)(=O)CCCCl)CC1, Cl, [K+], [K+], [N-]=[N+]=[N-], [Na+], O=C([O-])[O-], CN(C)C=O. The product is CC(C)N1CCC(NS(=O)(=O)CCCN=[N+]=[N-])CC1. Reaction SMILES: [CH:6]([CH3:7])([CH3:8])[N:9]1[CH2:10][CH2:11][CH:12]([NH:15][S:16](=[O:17])(=[O:18])[CH2:19][CH2:20][CH2:21][Cl:22])[CH2:13][CH2:14]1.[ClH:5].[K+:23].[K+:24].[N-:1]=[N+:2]=[N-:3].[Na+:4].[O-:25][C:26]([O-:27])=[O:28].[O:29]=[CH:30][N:31]([CH3:32])[CH3:33]>>[N:1](=[N+:2]=[N-:3])[CH2:21][CH2:20][CH2:19][S:16]([NH:15][CH:12]1[CH2:11][CH2:10][N:9]([CH:6]([CH3:7])[CH3:8])[CH2:14][CH2:13]1)(=[O:17])=[O:18].